From a dataset of the Open Reaction Database (ORD), a public repository of structured organic reaction records. describe an organic reaction: reactants, conditions, products, and yield The reactants are CC1(OC([C@@H](O1)[C@H](C(=O)O)CCCC1=CC=C(C=C1)OC)=O)C ((2R)-2-[(4S)-2,2-dimethyl-5-oxo-1,3-dioxolan-4-yl]-5-(4-methoxyphenyl)pentanoic acid), C(CC)C1CCNCC1 (4-propylpiperidine), ONC([C@H]([C@H](CC(C)C)C(=O)N1CCN(CC1)C1=NC(=NS1)C1=CC=CC=C1)O)=O ((2S,3S)-N,2-dihydroxy-5-methyl-3-{[4-(3-phenyl-1,2,4-thiadiazol-5-yl)-1-piperazinyl]carbonyl}hexanamide), BrC1=CC=C(C=C1)OC (4-bromoanisole). The product is ONC([C@H]([C@@H](CCCC1=CC=C(C=C1)OC)C(=O)N1CCC(CC1)CCC)O)=O ((2S,3R)—N,2-dihydroxy-6-(4-methoxyphenyl)-3-[(4-propylpiperidin-1-yl)carbonyl]hexanamide). As a reaction SMILES: CC1(C)[O:6][C@@H:5]([C@@H:7]([CH2:11][CH2:12][CH2:13][C:14]2[CH:19]=[CH:18][C:17]([O:20][CH3:21])=[CH:16][CH:15]=2)[C:8]([OH:10])=O)[C:4](=[O:22])O1.[OH:24][NH:25]C(=O)[C@@H](O)[C@@H](C(N1CCN(C2SN=C(C3C=CC=CC=3)N=2)CC1)=O)CC(C)C.BrC1C=CC(OC)=CC=1.[CH2:63]([CH:66]1[CH2:71][CH2:70][NH:69][CH2:68][CH2:67]1)[CH2:64][CH3:65]>>[OH:24][NH:25][C:4](=[O:22])[C@@H:5]([OH:6])[C@H:7]([C:8]([N:69]1[CH2:70][CH2:71][CH:66]([CH2:63][CH2:64][CH3:65])[CH2:67][CH2:68]1)=[O:10])[CH2:11][CH2:12][CH2:13][C:14]1[CH:15]=[CH:16][C:17]([O:20][CH3:21])=[CH:18][CH:19]=1. Procedure: The title product was prepared following the procedure of Example 64 (step a and b) but starting from (2R)-2-[(4S)-2,2-dimethyl-5-oxo-1,3-dioxolan-4-yl]-5-(4-methoxyphenyl)pentanoic acid (prepared following the procedure of Intermediate 2 but using 4-bromoanisole in step b) and 4-propylpiperidine (Aldrich). Purification by reverse-phase chromatography gave the title product as a yellow powder. M−(ESI): 405.4; M+(ESI): 407.4. HPLC (Condition A): Rt: 3.6 min (HPLC purity: 94.9%). Reactants: CC(C)([O-])C.[K+] (potassium tert-butoxide), COP(OC)(=O)CC(CC(C)(C)C)=O ((4,4-dimethyl-2-oxo-pentyl)-phosphonic acid dimethyl ester), C1(C(CCCCCC1)=O)=O (cyclooctane-1,2-dione). Solvent: C(C)(C)(C)O (tert-butanol). Product: CC(CC(C/C=1/C(CCCCC\C1)=O)=O)(C)C ((Z)-2-(4,4-dimethyl-2-oxo-pentyl)-cyclooct-2-enone). Yield: 22.5%. RXN SMILES: CC(C)([O-])C.[K+].COP([CH2:13][C:14](=[O:20])[CH2:15][C:16]([CH3:19])([CH3:18])[CH3:17])(=O)OC.[C:21]1(=O)[CH2:28][CH2:27][CH2:26][CH2:25][CH2:24][CH2:23][C:22]1=[O:29]>C(O)(C)(C)C>[CH3:19][C:16]([CH3:17])([CH3:18])[CH2:15][C:14](=[O:20])[CH2:13][C:21]1[C:22](=[O:29])[CH2:23][CH2:24][CH2:25][CH2:26][CH2:27][CH:28]=1 |f:0.1|. Procedure: A solution of potassium tert-butoxide (0.192 g) in tert-butanol (10 mL) under an argon atmosphere was treated at 50° C. with (4,4-dimethyl-2-oxo-pentyl)-phosphonic acid dimethyl ester (0.38 g) and cyclooctane-1,2-dione (0,2 g), and the mixture was then heated at reflux for 12 h under an argon atmosphere. The reaction mixture was partitioned between water and AcOEt, the layers were separated, the aqueous layer extracted twice with AcOEt. The combined organic layers were washed with water, dried o... Starting materials: CCCCS, CN1CCCC1=O, CCOC(C)=O, CC(C)(C)CC(C)(C)c1cc(-n2nc3ccc(Cl)cc3n2)c(O)c(C(C)(C)c2ccccc2)c1, Cl, [K+], [OH-]. Yields the product CCCCSc1ccc2nn(-c3cc(C(C)(C)CC(C)(C)C)cc(C(C)(C)c4ccccc4)c3O)nc2c1. Reaction SMILES: [CH2:35]([CH2:36][CH2:37][CH3:38])[SH:39].[CH3:42][N:43]1[CH2:44][CH2:45][CH2:46][C:47]1=[O:48].[CH3:50][CH2:51][O:52][C:53](=[O:54])[CH3:55].[Cl:1][c:2]1[cH:3][c:4]2[c:5]([n:6][n:7](-[c:9]3[c:10]([OH:32])[c:11]([C:23]([CH3:24])([CH3:25])[c:26]4[cH:27][cH:28][cH:29][cH:30][cH:31]4)[cH:12][c:13]([C:15]([CH3:16])([CH3:17])[CH2:18][C:19]([CH3:20])([CH3:21])[CH3:22])[cH:14]3)[n:8]2)[cH:33][cH:34]1.[ClH:49].[K+:41].[OH-:40]>>[c:2]1([S:39][CH2:35][CH2:36][CH2:37][CH3:38])[cH:3][c:4]2[c:5]([n:6][n:7](-[c:9]3[c:10]([OH:32])[c:11]([C:23]([CH3:24])([CH3:25])[c:26]4[cH:27][cH:28][cH:29][cH:30][cH:31]4)[cH:12][c:13]([C:15]([CH3:16])([CH3:17])[CH2:18][C:19]([CH3:20])([CH3:21])[CH3:22])[cH:14]3)[n:8]2)[cH:33][cH:34]1.